This data is from the Open Reaction Database (ORD), a public repository of structured organic reaction records. The task is: describe an organic reaction: reactants, conditions, products, and yield Starting materials: [H][H] (hydrogen), C(C1=CC=CC=C1)OC1=CC(=C(C(=C1)Cl)OCCCNC(C1=CC=C(C=C1)C(F)(F)F)=O)Cl (1-Benzyloxy-3,5-dichloro-4-(3-(4-trifluoromethylbenzamido)propyloxy)benzene), [H][H] (hydrogen). Reagents/catalysts: [Pd] (palladium on carbon). Run in C(C)(=O)OCC (ethyl acetate). Run at time 24 hour. The product is ClC=1C=C(C=C(C1OCCCNC(C1=CC=C(C=C1)C(F)(F)F)=O)Cl)O (3,5-dichloro-4-(3-(4-trifluoromethylbenzamido)propyloxy)phenol). As a reaction SMILES: C([O:8][C:9]1[CH:14]=[C:13]([Cl:15])[C:12]([O:16][CH2:17][CH2:18][CH2:19][NH:20][C:21](=[O:32])[C:22]2[CH:27]=[CH:26][C:25]([C:28]([F:31])([F:30])[F:29])=[CH:24][CH:23]=2)=[C:11]([Cl:33])[CH:10]=1)C1C=CC=CC=1.[H][H]>C(OCC)(=O)C.[Pd]>[Cl:15][C:13]1[CH:14]=[C:9]([OH:8])[CH:10]=[C:11]([Cl:33])[C:12]=1[O:16][CH2:17][CH2:18][CH2:19][NH:20][C:21](=[O:32])[C:22]1[CH:23]=[CH:24][C:25]([C:28]([F:31])([F:30])[F:29])=[CH:26][CH:27]=1. Procedure details: 1-Benzyloxy-3,5-dichloro-4-(3-(4-trifluoromethylbenzamido)propyloxy)benzene was dissolved in ethyl acetate, which was put into a reaction vessel, and the air in the vessel was replaced with nitrogen gas. A catalytic amount of 10% palladium on carbon was added, and the nitrogen gas in the vessel was replaced with hydrogen gas, followed by vigorous stirring at room temperature for 24 hours. The hydrogen gas in the vessel was replaced with nitrogen gas, after which the reaction mixture was filtered...